Task: describe an organic reaction: reactants, conditions, products, and yield. Dataset: the Open Reaction Database (ORD), a public repository of structured organic reaction records Starting materials: BrC1=CC=C2[C@@H](C[C@@H](C2=C1)NC(C(F)(F)F)=O)O (N-((1S,3R)-6-bromo-3-hydroxy-2,3-dihydro-1H-inden-1-yl)-2,2,2-trifluoroacetamide), ( 5 ), C(C=C)Br (allyl bromide), [H-].[Na+] (NaH), oil. The solvent is CN(C)C=O (DMF). Reaction conditions: time 10 minute. Product: C(C=C)O[C@@H]1C[C@@H](C2=CC(=CC=C12)Br)NC(C(F)(F)F)=O (N-((1S,3R)-3-(allyloxy)-6-bromo-2,3-dihydro-1H-inden-1-yl)-2,2,2-trifluoroacetamide). The yield is 65.9%. Reaction SMILES: [Br:1][C:2]1[CH:10]=[C:9]2[C:5]([C@H:6]([OH:18])[CH2:7][C@@H:8]2[NH:11][C:12](=[O:17])[C:13]([F:16])([F:15])[F:14])=[CH:4][CH:3]=1.[H-].[Na+].[CH2:21](Br)[CH:22]=[CH2:23]>CN(C=O)C>[CH2:23]([O:18][C@H:6]1[C:5]2[C:9](=[CH:10][C:2]([Br:1])=[CH:3][CH:4]=2)[C@@H:8]([NH:11][C:12](=[O:17])[C:13]([F:16])([F:14])[F:15])[CH2:7]1)[CH:22]=[CH2:21] |f:1.2|. Procedure: Step Z (5). A solution of 1.7 g (5.25 mmol) of N-((1S,3R)-6-bromo-3-hydroxy-2,3-dihydro-1H-inden-1-yl)-2,2,2-trifluoroacetamide from step Z (4) was dissolved in 30 mL of DMF, and a suspension of 60% NaH in mineral oil (630 mg, 15.75 mmol) was added in portions to minimize gas evolution. The resulting reaction mixture was stirred at rt for 10 min, and then allyl bromide (953 mg, 7.8 mmol) was added. After stirring at rt for 3 h, the starting material was consumed. The reaction solution was dilute... Starting materials: FC1=C(C=C(C(=C1)C)SCC(F)(F)F)NN (2-fluoro-4-methyl-5-(2,2,2-trifluoroethylthio)phenylhydrazine), C(C)OC(C(F)(F)F)O (trifluoroacetaldehyde ethyl hemiacetal), CS(=O)(=O)O (methanesulfonic acid). Solvent: C(C)O (ethanol). The product is FC1=C(C=C(C(=C1)C)SCC(F)(F)F)NN=CC(F)(F)F (trifluoroacetaldehyde {2-fluoro-4-methyl-5-(2,2,2-trifluoroethylthio)phenyl}hydrazone). The yield is 90.8%. Reaction SMILES: [F:1][C:2]1[CH:7]=[C:6]([CH3:8])[C:5]([S:9][CH2:10][C:11]([F:14])([F:13])[F:12])=[CH:4][C:3]=1[NH:15][NH2:16].C(O[CH:20](O)[C:21]([F:24])([F:23])[F:22])C.CS(O)(=O)=O>C(O)C>[F:1][C:2]1[CH:7]=[C:6]([CH3:8])[C:5]([S:9][CH2:10][C:11]([F:13])([F:14])[F:12])=[CH:4][C:3]=1[NH:15][N:16]=[CH:20][C:21]([F:24])([F:23])[F:22]. Procedure: A mixture of 3.1 g of 2-fluoro-4-methyl-5-(2,2,2-trifluoroethylthio)phenylhydrazine, 1.9 g of trifluoroacetaldehyde ethyl hemiacetal, 0.5 g of methanesulfonic acid and 100 ml of ethanol was refluxed with heating for 5 hours. After the reaction mixture was cooled to room temperature, it was concentrated under reduced pressure and extracted with ethyl acetate, and the organic layer was dried over anhydrous magnesium sulfate. The solvent was distilled off under reduced pressure to obtain 3.7 g of t... Starting materials: FC1=C(C(=O)CC(=O)OCC)C=C(C(=C1F)F)F (ethyl 2,3,4,5-tetrafluorobenzoylacetate), C(C)OC(=O)N(C)CC1CNCCO1 (2-(N-ethoxycarbonyl-N-methylaminomethyl)morpholine), C(O)([O-])=O.[Na+] (sodium hydrogen carbonate). The solvent is C(C)#N (acetonitrile). Yields the product C(C)OC(=O)N(C)CC1OCCN(C1)C1=C(C(=C(C(=O)CC(=O)OCC)C=C1F)F)F (ethyl 4-[2-(N-ethoxycarbonyl-N-methylaminomethyl)morpholino]-2,3,5-trifluorobenzoylacetate). Isolated yield 72.7%. As a reaction SMILES: [F:1][C:2]1[C:15]([F:16])=[C:14](F)[C:13]([F:18])=[CH:12][C:3]=1[C:4]([CH2:6][C:7]([O:9][CH2:10][CH3:11])=[O:8])=[O:5].[CH2:19]([O:21][C:22]([N:24]([CH2:26][CH:27]1[O:32][CH2:31][CH2:30][NH:29][CH2:28]1)[CH3:25])=[O:23])[CH3:20].C(=O)([O-])O.[Na+]>C(#N)C>[CH2:19]([O:21][C:22]([N:24]([CH2:26][CH:27]1[CH2:28][N:29]([C:14]2[C:13]([F:18])=[CH:12][C:3]([C:4]([CH2:6][C:7]([O:9][CH2:10][CH3:11])=[O:8])=[O:5])=[C:2]([F:1])[C:15]=2[F:16])[CH2:30][CH2:31][O:32]1)[CH3:25])=[O:23])[CH3:20] |f:2.3|. Procedure details: A suspension of 26.4 g of ethyl 2,3,4,5-tetrafluorobenzoylacetate, 18.7 g of 2-(N-ethoxycarbonyl-N-methylaminomethyl)morpholine and 8.4 g of sodium hydrogen carbonate in 130 ml of acetonitrile is refluxed for 7 hours. The reaction mixture is concentrated under reduced pressure, to the obtained residue is added 100 ml of chloroform and the solution is washed with water. After drying over anhydrous magnesium sulfate, the chloroform is distilled off under reduced pressure and the residue is purifie... The reactants are CCOC(=O)c1nc2c(s1)-c1ccccc1OCC2, C1CCOC1, [Na+], [OH-], O. The product is O=C(O)c1nc2c(s1)-c1ccccc1OCC2. Reaction SMILES: [CH2:1]([CH3:2])[O:3][C:4](=[O:5])[c:6]1[n:7][c:8]2[c:14]([s:15]1)-[c:13]1[c:12]([cH:19][cH:18][cH:17][cH:16]1)[O:11][CH2:10][CH2:9]2.[CH2:23]1[O:24][CH2:25][CH2:26][CH2:27]1.[Na+:21].[OH-:20].[OH2:22]>>[O:3]=[C:4]([OH:5])[c:6]1[n:7][c:8]2[c:14]([s:15]1)-[c:13]1[c:12]([cH:19][cH:18][cH:17][cH:16]1)[O:11][CH2:10][CH2:9]2. Reactants: C1(=CC=CC=C1)S(=O)(=O)N1C(=CC2=CN=CC=C12)[Li] (1-benzenesulfonyl 2-lithio 5-aza indole), C(C)N(C(=O)C=1C(=NC=CC1C=O)OC)CC (3-diethylaminocarbonyl 4-formyl 2-methoxy pyridine), C1(=CC=CC=C1)S(=O)(=O)N1C(=CC2=CC(=CC=C12)OC)[Li] (1-benzenesulfonyl 2-lithio 5-methoxy indole). Product: C1(=CC=CC=C1)S(=O)(=O)N1C(=CC2=CN=CC=C12)C(O)C1=C(C(=NC=C1)OC)C(=O)N(CC)CC ((1-benzenesulfonyl 5-aza 2-indolyl) (3-diethylaminocarbonyl 2-methoxy 4-pyridyl)methanol). Reaction SMILES: [C:1]1([S:7]([N:10]2[C:18]3[C:13](=[CH:14][N:15]=[CH:16][CH:17]=3)[CH:12]=[C:11]2[Li])(=[O:9])=[O:8])[CH:6]=[CH:5][CH:4]=[CH:3][CH:2]=1.[CH2:20]([N:22]([CH2:35][CH3:36])[C:23]([C:25]1[C:26]([O:33][CH3:34])=[N:27][CH:28]=[CH:29][C:30]=1[CH:31]=[O:32])=[O:24])[CH3:21].C1(S(N2C3C(=CC(OC)=CC=3)C=C2[Li])(=O)=O)C=CC=CC=1>>[C:1]1([S:7]([N:10]2[C:18]3[C:13](=[CH:14][N:15]=[CH:16][CH:17]=3)[CH:12]=[C:11]2[CH:31]([C:30]2[CH:29]=[CH:28][N:27]=[C:26]([O:33][CH3:34])[C:25]=2[C:23]([N:22]([CH2:20][CH3:21])[CH2:35][CH3:36])=[O:24])[OH:32])(=[O:9])=[O:8])[CH:6]=[CH:5][CH:4]=[CH:3][CH:2]=1. Reported procedure: Starting from 1-benzenesulfonyl 2-lithio 5-aza indole and 3-diethylaminocarbonyl 4-formyl 2-methoxy pyridine as reagent with electorphilic character, prepared according to paragraph (b) [stabilization reagent: tris(dioxa-3,6 heptyl)amine; amine: diisopropylamine]. White solid.